From a dataset of the Open Reaction Database (ORD), a public repository of structured organic reaction records. describe an organic reaction: reactants, conditions, products, and yield Procedure: Silver sulfate (7.1 g, 22.8 mmol) and 4-amino-2-chloropyridine (4.06 g, 31.6 mmol) were added to a solution of iodine (5.65 g, 22.3 mmol) in ethanol (100 mL) and the reaction mixture stirred at rt for 72 h. The bright yellow suspension was filtered, washed with methanol and the filtrate concentrated in vacuo. The residue was partitioned between saturated Na2CO3 solution (200 mL) and ethyl acetate (200 ml). After separation the organic layer was washed with Na2S2O3 solution (50 mL, 25%) and brine... As a reaction SMILES: [NH2:1][C:2]1[CH:7]=[CH:6][N:5]=[C:4]([Cl:8])[CH:3]=1.[I:9]I>C(O)C.S([O-])([O-])(=O)=O.[Ag+2]>[Cl:8][C:4]1[CH:3]=[C:2]([NH2:1])[C:7]([I:9])=[CH:6][N:5]=1 |f:3.4|. Conditions: time 72 hour. Reagents/catalysts: S(=O)(=O)([O-])[O-].[Ag+2] (Silver sulfate). Run in C(C)O (ethanol). Product: ClC1=NC=C(C(=C1)N)I (2-Chloro-5-iodopyridin-4-ylamine). Starting materials: NC1=CC(=NC=C1)Cl (4-amino-2-chloropyridine), II (iodine).